describe an organic reaction: reactants, conditions, products, and yield From a dataset of the Open Reaction Database (ORD), a public repository of structured organic reaction records. Reactants: hydrochloride salt, N[C@H]1CC[C@H](CC1)N1C(=NC2=C1C=CC(=C2)Cl)C(C)(C)O (cis-2-[1-(4-amino-cyclohexyl)-5-chloro-1H-benzoimidazol-2-yl]-propan-2-ol), BrC=1C=C2C[C@@H](CC2=CC1)C=O ((R)-5-bromo-indan-2-carbaldehyde). Product: BrC=1C=C2C[C@@H](CC2=CC1)CN[C@H]1CC[C@H](CC1)N1C(=NC2=C1C=CC(=C2)Cl)C(C)(C)O (cis-(R)-2-(1-{4-[(5-Bromo-indan-2-ylmethyl)-amino]-cyclohexyl}-5-chloro-1H-benzoimidazol-2-yl)-propan-2-ol). RXN SMILES: [NH2:1][C@@H:2]1[CH2:7][CH2:6][C@H:5]([N:8]2[C:12]3[CH:13]=[CH:14][C:15]([Cl:17])=[CH:16][C:11]=3[N:10]=[C:9]2[C:18]([OH:21])([CH3:20])[CH3:19])[CH2:4][CH2:3]1.[Br:22][C:23]1[CH:24]=[C:25]2[C:29](=[CH:30][CH:31]=1)[CH2:28][C@@H:27]([CH:32]=O)[CH2:26]2>>[Br:22][C:23]1[CH:24]=[C:25]2[C:29](=[CH:30][CH:31]=1)[CH2:28][C@@H:27]([CH2:32][NH:1][C@@H:2]1[CH2:3][CH2:4][C@H:5]([N:8]3[C:12]4[CH:13]=[CH:14][C:15]([Cl:17])=[CH:16][C:11]=4[N:10]=[C:9]3[C:18]([OH:21])([CH3:19])[CH3:20])[CH2:6][CH2:7]1)[CH2:26]2. Procedure details: This compound was prepared from the hydrochloride salt of cis-2-[1-(4-amino-cyclohexyl)-5-chloro-1H-benzoimidazol-2-yl]-propan-2-ol and (R)-5-bromo-indan-2-carbaldehyde. 1H-NMR is consistent with the assigned structure, LC-MS showed a single peak, C26H31BrClN3O (m/e) calcd 515.1339, obsd 516.2 (M+H). The reactants are BrC=1C=C2CC(CNC2=CC1)NS(=O)(=O)C1=CC=CC=C1 (N-(6-Bromo-1,2,3,4-tetrahydroquinolin-3-yl)-benzenesulfonamide), FC1=CC=C(C=C1)B(O)O (4-fluorophenylboronic acid), C(C1=CC=CC=C1)N1C[C@H](CC2=CC(=CC=C12)C1=CC=CC=C1)NS(=O)(=O)C1=CC=CC=C1 ((S)N-(1-Benzyl-6-phenyl-1,2,3,4-tetrahydroquinolin-3-yl)-benzenesulfonamide). The product is FC1=CC=C(C=C1)C=1C=C2CC(CNC2=CC1)NS(=O)(=O)C1=CC=CC=C1 (N-(6-(4-Fluorophenyl)-1,2,3,4-tetrahydroquinolin-3-yl)benzene sulfonamide). RXN SMILES: Br[C:2]1[CH:3]=[C:4]2[C:9](=[CH:10][CH:11]=1)[NH:8][CH2:7][CH:6]([NH:12][S:13]([C:16]1[CH:21]=[CH:20][CH:19]=[CH:18][CH:17]=1)(=[O:15])=[O:14])[CH2:5]2.[F:22][C:23]1[CH:28]=[CH:27][C:26](B(O)O)=[CH:25][CH:24]=1.C(N1C2C(=CC(C3C=CC=CC=3)=CC=2)C[C@H](NS(C2C=CC=CC=2)(=O)=O)C1)C1C=CC=CC=1>>[F:22][C:23]1[CH:28]=[CH:27][C:26]([C:2]2[CH:3]=[C:4]3[C:9](=[CH:10][CH:11]=2)[NH:8][CH2:7][CH:6]([NH:12][S:13]([C:16]2[CH:21]=[CH:20][CH:19]=[CH:18][CH:17]=2)(=[O:15])=[O:14])[CH2:5]3)=[CH:25][CH:24]=1. Procedure: Compound 113A was prepared from 87A and 4-fluorophenylboronic acid by procedures analogous to those described in 89E. Reactants: Cl (HCl), COC1=C(C(OC)=CC=C1)Cl (2-chlororesorcinol dimethyl ether), FC(C1=C(C(=O)Cl)C=CC=C1)(F)F (o-trifluoromethyl benzoyl chloride), ferric chloride. The solvent is ClCCCl (1,2-dichloroethane). Reaction conditions: time 18 hour. Product: ClC=1C(=C(C(=O)C2=C(C=CC=C2)C(F)(F)F)C=CC1OC)O (3-chloro-2-hydroxy-4-methoxy-2'-trifluoromethylbenzophenone). As a reaction SMILES: C[O:2][C:3]1[CH:10]=[CH:9][CH:8]=[C:5]([O:6][CH3:7])[C:4]=1[Cl:11].[F:12][C:13]([F:24])([F:23])[C:14]1[CH:22]=[CH:21][CH:20]=[CH:19][C:15]=1[C:16](Cl)=[O:17].Cl>ClCCCl>[Cl:11][C:4]1[C:3]([OH:2])=[C:10]([CH:9]=[CH:8][C:5]=1[O:6][CH3:7])[C:16]([C:15]1[CH:19]=[CH:20][CH:21]=[CH:22][C:14]=1[C:13]([F:12])([F:23])[F:24])=[O:17]. Procedure details: To a solution of 1.7 g of 2-chlororesorcinol dimethyl ether and 2.08 g of o-trifluoromethyl benzoyl chloride in 50 ml of 1,2-dichloroethane at 5°-7° C., 1.6 g of ferric chloride is added gradually. The mixture is brought to room temperature and allowed to stand 18 hours. The reaction mixture is refluxed 30 minutes and poured into 5% HCl and ice. The aqueous phase is extracted with additional organic solvent. The combined organic extracts are washed with water, dried over Na2SO4 and evaporated to... Reactants: C(=O)([O-])[O-].[Na+].[Na+] (Na2CO3), C1(=CC=C(C=C1)B(O)O)C (4-tolylboronic acid), BrC1=CC=C(CN2C3=C(C(=C(C2=O)C(=O)NCC(=O)O)O)CSC3)C=C1 (([1-(4-bromobenzyl)-4-hydroxy-2-oxo-1,2,5,7-tetrahydrothieno[3,4-b]pyridin-3-yl]carbonyl}glycine). The reagents and catalysts are Cl[Pd]([P](C1=CC=CC=C1)(C2=CC=CC=C2)C3=CC=CC=C3)([P](C4=CC=CC=C4)(C5=CC=CC=C5)C6=CC=CC=C6)Cl (bis(triphenylphosphine)palladium(II) chloride). The solvent is CC(=O)N(C)C (DMA). Conditions: temperature 115 celsius, time 15 minute. The product is OC=1C2=C(N(C(C1C(=O)NCC(=O)O)=O)CC1=CC=C(C=C1)C1=CC=C(C=C1)C)CSC2 (N-({4-hydroxy-1-[(4′-methylbiphenyl-4-yl)methyl]-2-oxo-1,2,5,7-tetrahydrothieno[3,4-b]pyridin-3-yl}carbonyl)glycine). As a reaction SMILES: Br[C:2]1[CH:26]=[CH:25][C:5]([CH2:6][N:7]2[C:12](=[O:13])[C:11]([C:14]([NH:16][CH2:17][C:18]([OH:20])=[O:19])=[O:15])=[C:10]([OH:21])[C:9]3[CH2:22][S:23][CH2:24][C:8]2=3)=[CH:4][CH:3]=1.C([O-])([O-])=O.[Na+].[Na+].[C:33]1([CH3:42])[CH:38]=[CH:37][C:36](B(O)O)=[CH:35][CH:34]=1>CC(N(C)C)=O.Cl[Pd](Cl)([P](C1C=CC=CC=1)(C1C=CC=CC=1)C1C=CC=CC=1)[P](C1C=CC=CC=1)(C1C=CC=CC=1)C1C=CC=CC=1>[OH:21][C:10]1[C:9]2[CH2:22][S:23][CH2:24][C:8]=2[N:7]([CH2:6][C:5]2[CH:25]=[CH:26][C:2]([C:36]3[CH:37]=[CH:38][C:33]([CH3:42])=[CH:34][CH:35]=3)=[CH:3][CH:4]=2)[C:12](=[O:13])[C:11]=1[C:14]([NH:16][CH2:17][C:18]([OH:20])=[O:19])=[O:15] |f:1.2.3,^1:51,70|. Procedure details: The product of Example 2 (2-1) (0.08 g, 0.16 mmol) was dissolved in DMA (2 mL) in a 10 mL reaction tube of a CEM Corporation Discover 300 Watt microwave reactor. An aq solution of Na2CO3 (2 M, 0.8 mL, 1.6 mmol), 4-tolylboronic acid (40 mg, 0.29 mmol) and bis(triphenylphosphine)palladium(II) chloride (11 mg, 0.016 mmol) were added and the tube was purged with nitrogen, capped and inserted into the microwave reactor. It was heated at 115° C., 50 watts maximum power, for 15 min. The reaction was di... Starting materials: CCCCOC(=O)c1nc(O)c2cc(Oc3ccc(OC)cc3)ccc2c1O, Cc1ccccc1, O=P(Cl)(Cl)Cl. Product: CCCCOC(=O)c1nc(Cl)c2cc(Oc3ccc(OC)cc3)ccc2c1O. RXN SMILES: [CH2:6]([CH2:7][CH2:8][CH3:9])[O:10][C:11](=[O:12])[c:13]1[n:14][c:15]([OH:33])[c:16]2[cH:17][c:18]([O:24][c:25]3[cH:26][cH:27][c:28]([O:31][CH3:32])[cH:29][cH:30]3)[cH:19][cH:20][c:21]2[c:22]1[OH:23].[CH3:34][c:35]1[cH:36][cH:37][cH:38][cH:39][cH:40]1.[P:1]([Cl:2])([Cl:3])([Cl:4])=[O:5]>>[Cl:3][c:15]1[n:14][c:13]([C:11]([O:10][CH2:6][CH2:7][CH2:8][CH3:9])=[O:12])[c:22]([OH:23])[c:21]2[c:16]1[cH:17][c:18]([O:24][c:25]1[cH:26][cH:27][c:28]([O:31][CH3:32])[cH:29][cH:30]1)[cH:19][cH:20]2. The reactants are [OH-].[K+] (potassium hydroxide), COC=1C=C(COC2=C(C=CC=C2)OS(=O)(=O)C2=CC=C(C=C2)C)C=C(C1)OC (1-[3,5-dimethoxy-benzyloxy]-2-[toluene-4-sulfonyloxy]benzene), C(C)(=O)O (acetic acid). The solvent is C(C)O (ethanol), O (water). Yields the product COC=1C=C(COC2=C(C=CC=C2)O)C=C(C1)OC (2-(3,5-Dimethoxybenzyloxy)phenol). Yield: 75.0%. As a reaction SMILES: [OH-].[K+].[CH3:3][O:4][C:5]1[CH:6]=[C:7]([CH:27]=[C:28]([O:30][CH3:31])[CH:29]=1)[CH2:8][O:9][C:10]1[CH:15]=[CH:14][CH:13]=[CH:12][C:11]=1[O:16]S(C1C=CC(C)=CC=1)(=O)=O.C(O)(=O)C>C(O)C.O>[CH3:31][O:30][C:28]1[CH:27]=[C:7]([CH:6]=[C:5]([O:4][CH3:3])[CH:29]=1)[CH2:8][O:9][C:10]1[CH:15]=[CH:14][CH:13]=[CH:12][C:11]=1[OH:16] |f:0.1|. Procedure details: A solution of potassium hydroxide (1.75 g, 31.26 mmol) in ethanol (30 cm3, absolute) and water (30 cm3) was added in portions 15 minutes apart to 1-[3,5-dimethoxy-benzyloxy]-2-[toluene-4-sulfonyloxy]benzene (0.68 g, 1.64 mmol). After heating to reflux for 1 hour, the cooled solution was neutralized with glacial acetic acid and evaporated under reduced pressure. The residue was extracted with diethyl ether (3×20 cm3), and the extracts were washed with sodium bicarbonate (40 cm3) and sodium hydrox... Reactants: C(#C)C1(CC2CCCCC2CC1)O (2-ethynyldecahydronaphthalen-2-ol), [OH-].[K+] (KOH), C(C=C)Br (allylbromide). The reagents and catalysts are Cl[Cu] (CuCl), C(=O)([O-])[O-].[K+].[K+] (K2CO3). Run in CC(C)O (iPrOH), CO (MeOH). Conditions: temperature 0 celsius, time 30 minute. Product: C(#CCC=C)C1(CC2CCCCC2CC1)O (2-(Pent-4-en-1-ynyl)decahydronaphth-2-ol). The yield is 98.1%. As a reaction SMILES: [C:1]([C:3]1([OH:13])[CH2:12][CH2:11][CH:10]2[CH:5]([CH2:6][CH2:7][CH2:8][CH2:9]2)[CH2:4]1)#[CH:2].[OH-].[K+].[CH2:16](Br)[CH:17]=[CH2:18]>CC(O)C.CO.Cl[Cu].C([O-])([O-])=O.[K+].[K+]>[C:1]([C:3]1([OH:13])[CH2:12][CH2:11][CH:10]2[CH:5]([CH2:6][CH2:7][CH2:8][CH2:9]2)[CH2:4]1)#[C:2][CH2:18][CH:17]=[CH2:16] |f:1.2,7.8.9|. Reported procedure: A solution of 2-ethynyldecahydronaphthalen-2-ol (100.6 g, 0.56 mol) in iPrOH (300 ml) was added slowly at 0° C. under a nitrogen atmosphere to a mixture of KOH (47.5 g), K2CO3 (6.5 g), and CuCl (4.4 g) in MeOH (300 ml). After stirring for additional 30 minutes at 0° C., allylbromide (102 g, 0.85 mol) was added slowly over a period of 25 minutes. The reaction mixture was stirred overnight at RT, quenched with NH4Cl and concentrated in vacuo. The residue was taken up in saturated NH4Cl (500 ml) so... Starting materials: ClC=1C=CC2=C(N([C@H]3[C@@H](S2)[C@H]([C@H]([C@H](O3)OS(=O)(=O)C3=CC=C(C=C3)C)OC(C)=O)OC(C)=O)CCN(CC)CC)C1 ((2R, 3R, 4S, 4aS, 10aR)-8-chloro-3, 4-diacetoxy-10-(2-diethylaminoethyl)-2-(4-methylphenylsulfonyloxy) -2, 3, 4, 4a, 10, 10a-hexahydropyrano [3, 2-b] [1, 4] benzothiazine), C(C)(=S)[O-].[K+] (potassium thioacetate). The solvent is CC(=O)C (acetone). The product is C(C)(=O)S[C@@H]1[C@@H]([C@@H]([C@@H]2SC3=C(N([C@@H]2O1)CCN(CC)CC)C=C(C=C3)Cl)OC(C)=O)OC(C)=O ((2R, 3R, 4S, 4aS, 10aR)-2-acetylthio-8-chloro-3, 4-diacetoxy-10-(2-diethylaminoethyl)-2, 3, 4, 4a, 10, 10a-hexahydropyrano [3, 2-b] [1, 4] benzothiazine). Yield: 97.4%. RXN SMILES: [Cl:1][C:2]1[CH:3]=[CH:4][C:5]2[S:10][C@H:9]3[C@@H:11]([O:30][C:31](=[O:33])[CH3:32])[C@@H:12]([O:26][C:27](=[O:29])[CH3:28])[C@@H:13](OS(C4C=CC(C)=CC=4)(=O)=O)[O:14][C@H:8]3[N:7]([CH2:34][CH2:35][N:36]([CH2:39][CH3:40])[CH2:37][CH3:38])[C:6]=2[CH:41]=1.[C:42]([O-:45])(=[S:44])[CH3:43].[K+]>CC(C)=O>[C:42]([S:44][C@H:13]1[O:14][C@@H:8]2[C@@H:9]([S:10][C:5]3[CH:4]=[CH:3][C:2]([Cl:1])=[CH:41][C:6]=3[N:7]2[CH2:34][CH2:35][N:36]([CH2:37][CH3:38])[CH2:39][CH3:40])[C@@H:11]([O:30][C:31](=[O:33])[CH3:32])[C@H:12]1[O:26][C:27](=[O:29])[CH3:28])(=[O:45])[CH3:43] |f:1.2|. Procedure details: To the solution of 2.0 g of the compound (36) obtained in Example 35 in 100 ml of acetone, 1.0 g of potassium thioacetate was added, and the mixture was heated with refluxing for 6.5 hours. The solvent was removed under reduced pressure, and the residue was dissolved in ethyl acetate. The organic layer was washed with water and dried over anhydrous magnesium sulfate. The solvent was removed under reduced pressure to obtain 1.65 g (yield 96.8% ) of the title compound. Starting materials: CO, Cl, NO, O=C1CCN(c2ccccc2)CC1. Product: ON=C1CCN(c2ccccc2)CC1. As a reaction SMILES: [CH3:17][OH:18].[ClH:14].[NH2:15][OH:16].[c:1]1([N:7]2[CH2:8][CH2:9][C:10](=[O:13])[CH2:11][CH2:12]2)[cH:2][cH:3][cH:4][cH:5][cH:6]1>>[c:1]1([N:7]2[CH2:8][CH2:9][C:10](=[N:15][OH:16])[CH2:11][CH2:12]2)[cH:2][cH:3][cH:4][cH:5][cH:6]1. Starting materials: ClC(Cl)Cl, O=[N+]([O-])c1ccc(Sc2ccccc2)c(CO)c1, O, O=S(Cl)Cl, c1ccncc1. Yields the product O=[N+]([O-])c1ccc(Sc2ccccc2)c(CCl)c1. As a reaction SMILES: [CH:29]([Cl:30])([Cl:31])[Cl:32].[N+:1](=[O:2])([O-:3])[c:4]1[cH:5][c:6]([CH2:7][OH:8])[c:9]([S:12][c:13]2[cH:14][cH:15][cH:16][cH:17][cH:18]2)[cH:10][cH:11]1.[OH2:33].[S:19]([Cl:20])([Cl:21])=[O:22].[cH:23]1[cH:24][cH:25][n:26][cH:27][cH:28]1>>[N+:1](=[O:2])([O-:3])[c:4]1[cH:5][c:6]([CH2:7][Cl:21])[c:9]([S:12][c:13]2[cH:14][cH:15][cH:16][cH:17][cH:18]2)[cH:10][cH:11]1.